This data is from the Open Reaction Database (ORD), a public repository of structured organic reaction records. The task is: describe an organic reaction: reactants, conditions, products, and yield Starting materials: CI (MeI), ice, NC=1N=C(C2=C(N1)N(C=C2C)[C@H]2[C@](O)([C@H](OCC1=C(C=C(C=C1)Cl)Cl)[C@H](O2)COCC2=C(C=C(C=C2)Cl)Cl)C)Cl (2-Amino-4-chloro-7-[3,5-bis-O-(2,4-dichlorophenylmethyl)-2-C-methyl-β-D-ribofuranosyl]-5-methyl-7H-pyrrolo[2,3-d]pyrimidine), [H-].[Na+] (NaH). Solvent: C1CCOC1 (THF). Run at temperature 0 celsius, time 0.5 hour. The product is NC=1N=C(C2=C(N1)N(C=C2C)[C@H]2[C@](OC)([C@H](OCC1=C(C=C(C=C1)Cl)Cl)[C@H](O2)COCC2=C(C=C(C=C2)Cl)Cl)C)Cl (2-Amino-4-chloro-7-[3,5-bis-O-(2,4-dichlorophenylmethyl)-2-C,2-O-dimethyl-β-D-ribofuranosyl]-5-methyl-7H-pyrrolo[2,3-d]pyrimidine). As a reaction SMILES: [NH2:1][C:2]1[N:3]=[C:4]([Cl:40])[C:5]2[C:10]([CH3:11])=[CH:9][N:8]([C@@H:12]3[O:27][C@H:26]([CH2:28][O:29][CH2:30][C:31]4[CH:36]=[CH:35][C:34]([Cl:37])=[CH:33][C:32]=4[Cl:38])[C@@H:15]([O:16][CH2:17][C:18]4[CH:23]=[CH:22][C:21]([Cl:24])=[CH:20][C:19]=4[Cl:25])[C@@:13]3([CH3:39])[OH:14])[C:6]=2[N:7]=1.[H-].[Na+].[CH3:43]I>C1COCC1>[NH2:1][C:2]1[N:3]=[C:4]([Cl:40])[C:5]2[C:10]([CH3:11])=[CH:9][N:8]([C@@H:12]3[O:27][C@H:26]([CH2:28][O:29][CH2:30][C:31]4[CH:36]=[CH:35][C:34]([Cl:37])=[CH:33][C:32]=4[Cl:38])[C@@H:15]([O:16][CH2:17][C:18]4[CH:23]=[CH:22][C:21]([Cl:24])=[CH:20][C:19]=4[Cl:25])[C@@:13]3([CH3:39])[O:14][CH3:43])[C:6]=2[N:7]=1 |f:1.2|. Procedure: To an ice-cold mixture of the product from Step A (475 mg, 0.7 mmol) in THF (7 mL) was added NaH (60% in mineral oil, 29 mg) and stirred at 0° C. for 0.5 h. Then MeI (48 μL) was added and reaction mixture stirred at rt for 24 h. The reaction was quenched with MeOH and the mixture evaporated. The crude product was purified on a silica gel column (5×3.5 cm) using hexane/ethyl acetate (9/1, 7/1, 5/1 and 3/1) as eluent. Fractions containing the product were combined and evaporated to give the desire... Starting materials: Br, COc1ccc2c(c1)CCCC2=O, O. Yields the product O=C1CCCc2cc(O)ccc21. RXN SMILES: [BrH:15].[CH3:1][O:2][c:3]1[cH:4][c:5]2[c:10]([cH:11][cH:12]1)[C:9](=[O:13])[CH2:8][CH2:7][CH2:6]2.[OH2:14]>>[OH:2][c:3]1[cH:4][c:5]2[c:10]([cH:11][cH:12]1)[C:9](=[O:13])[CH2:8][CH2:7][CH2:6]2. Starting materials: [Br-], CC[Mg+], CCOCC, CC(=O)c1cccc(O)c1. Product: CCC(C)(O)c1cccc(O)c1. As a reaction SMILES: [Br-:11].[CH2:12]([CH3:13])[Mg+:14].[CH3:15][CH2:16][O:17][CH2:18][CH3:19].[OH:1][c:2]1[cH:3][c:4]([C:8]([CH3:9])=[O:10])[cH:5][cH:6][cH:7]1>>[OH:1][c:2]1[cH:3][c:4]([C:8]([CH3:9])([OH:10])[CH2:12][CH3:13])[cH:5][cH:6][cH:7]1. The reactants are C1(CCCCC1)CN1CCC(CC1)N (1-cyclohexylmethyl-4-aminopiperidine), COC1=C(C(=O)Cl)C=C(C(=C1)NC(C)=O)Cl (2-methoxy-4-acetamido-5chlorobenzoyl chloride). The solvent is C(C)C(=O)C (methyl ethyl ketone), C(C)C(=O)C (methyl ethyl ketone). Run at time 1 hour. Product: O.Cl.C1(CCCCC1)CN1CCC(CC1)NC(C1=C(C=C(C(=C1)Cl)NC(C)=O)OC)=O (N-(1-cyclohexylmethylpiperid-4-yl)-2-methoxy-4-acetamido-5-chlorobenzamide hydrochloride monohydrate). Yield: 160.3%. As a reaction SMILES: [CH:1]1([CH2:7][N:8]2[CH2:13][CH2:12][CH:11]([NH2:14])[CH2:10][CH2:9]2)[CH2:6][CH2:5][CH2:4][CH2:3][CH2:2]1.[CH3:15][O:16][C:17]1[CH:25]=[C:24]([NH:26][C:27](=[O:29])[CH3:28])[C:23]([Cl:30])=[CH:22][C:18]=1[C:19]([Cl:21])=[O:20]>C(C(C)=O)C>[OH2:16].[ClH:21].[CH:1]1([CH2:7][N:8]2[CH2:13][CH2:12][CH:11]([NH:14][C:19](=[O:20])[C:18]3[CH:22]=[C:23]([Cl:30])[C:24]([NH:26][C:27](=[O:29])[CH3:28])=[CH:25][C:17]=3[O:16][CH3:15])[CH2:10][CH2:9]2)[CH2:2][CH2:3][CH2:4][CH2:5][CH2:6]1 |f:3.4.5|. Reported procedure: To a solution of 1-cyclohexylmethyl-4-aminopiperidine (9.8 g; 0.05 moles) in methyl ethyl ketone (100 ml), a solution of 2-methoxy-4-acetamido-5chlorobenzoyl chloride (14.4 g, 0.055 moles) in methyl ethyl ketone (100 ml) was slowly added at a temperature between 0° and 5° C. The mixture was stirred at the same temperature for 1 hour followed by 4 hours at room temperature. The precipitated solid was filtered off, washed with methyl ethyl ketone and recrystallized from a mixture of ethanol-water ... Reactants: Cl (hydrochloric acid), CO/C=1/C(=O)OC(\C1\C)=O (2-Methoxy-3-methylmaleic anhydride), [BH4-].[Na+] (sodium borohydride). The solvent is C1CCOC1 (THF), C1CCOC1 (THF). The product is OC1C(=C(C(O1)=O)C)OC (2,5-Dihydro-5-hydroxy-4-methoxy-3-methyl-2-oxofuran). RXN SMILES: [CH3:1][O:2][C:3]1[C:4]([O:6][C:7](=[O:10])[C:8]=1[CH3:9])=[O:5].[BH4-].[Na+].Cl>C1COCC1>[OH:5][CH:4]1[O:6][C:7](=[O:10])[C:8]([CH3:9])=[C:3]1[O:2][CH3:1] |f:1.2|. Reported procedure: 2-Methoxy-3-methylmaleic anhydride (9 g), (M. M. Kayser et al, Can.J.Chem., 1986, 64, 104) in dry THF (50 mls) was added, dropwise to a suspension of sodium borohydride (1.5 g) in THF (200 mls) at 0°-5° C., over ca 30 mins. The reaction mixture was allowed to warm to room temperature for a further 30 mins. T.l.c. analysis showed no remaining starting material. The solution was carefully neutralized with 5M aqueous hydrochloric acid and then the THF removed in vacuo. The aqueous solution was extr... Starting materials: Cl (HCl), CN(C)C=O (DMF), N[C@@H](C[SeH])C(=O)O.[Li]CCCC (Sec BuLi), Intermediate 31, [Si](C)(C)(C(C)(C)C)OC1=C(C=CC=C1)F (1-(tert-Butyldimethylsilyl)oxy-2-fluorobenzene), CN(C)CCN(C)C (TMEDA). Run in C1CCOC1 (THF). Reaction conditions: time 30 minute. Yields the product [Si](C)(C)(C(C)(C)C)OC=1C(=C(C=O)C=CC1)F (3-{[tert-butyl(dimethyl)silyl]oxy}-2-fluorobenzaldehyde). The yield is 74.2%. RXN SMILES: N[C@H]([C:5](O)=[O:6])C[SeH].[Li]CCCC.[Si:13]([O:20][C:21]1[CH:26]=[CH:25][CH:24]=[CH:23][C:22]=1[F:27])([C:16]([CH3:19])([CH3:18])[CH3:17])([CH3:15])[CH3:14].CN(CCN(C)C)C.CN(C=O)C.Cl>C1COCC1>[Si:13]([O:20][C:21]1[C:22]([F:27])=[C:23]([CH:24]=[CH:25][CH:26]=1)[CH:5]=[O:6])([C:16]([CH3:19])([CH3:18])[CH3:17])([CH3:15])[CH3:14] |f:0.1|. Reported procedure: Sec-BuLi (1.3M solution in cyclohexane, 75 mL, 98 mmol) was added slowly at −78° C. to a solution of Intermediate 31, 1-(tert-Butyldimethylsilyl)oxy-2-fluorobenzene (20.1 g, 89 mmol) and TMEDA (14.8 mL, 98 mmol) in THF (200 mL) and the mixture was stirred at the same temperature for 30 min. DMF (7.5 mL, 98 mmol) was added to the mixture at −78° C., and the mixture was stirred at the same temperature for 1.5 h. Then 10% aqueous HCl was added to attain pH˜4-5 (200 mL), and the reaction mixture was... Starting materials: CC(C)C(NC(=O)CCl)(O[SiH](C)C)C(C(C)(C)C)C(F)(F)F, CC(C)=O, [I-], [Na+], O. The product is CC(C)C(NC(=O)CI)(O[SiH](C)C)C(C(C)(C)C)C(F)(F)F. As a reaction SMILES: [C:1]([CH3:2])([CH3:3])([CH3:4])[CH:5]([C:6]([CH:7]([CH3:8])[CH3:9])([NH:10][C:11]([CH2:12][Cl:13])=[O:14])[O:15][SiH:16]([CH3:17])[CH3:18])[C:19]([F:20])([F:21])[F:22].[CH3:25][C:26](=[O:27])[CH3:28].[I-:23].[Na+:24].[OH2:29]>>[C:1]([CH3:2])([CH3:3])([CH3:4])[CH:5]([C:6]([CH:7]([CH3:8])[CH3:9])([NH:10][C:11]([CH2:12][I:23])=[O:14])[O:15][SiH:16]([CH3:17])[CH3:18])[C:19]([F:20])([F:21])[F:22].